This data is from the Open Reaction Database (ORD), a public repository of structured organic reaction records. The task is: describe an organic reaction: reactants, conditions, products, and yield Procedure: The product of step 212a (0.18 g, 0.40 mmol) was deprotected and isolated as the free base in 37% yield according to the procedure of Example 20b, followed by conversion to the dihydrochloride with excess HCl/Et20. 1H NMR (D2O, 300 MHz) δ 2.62-2.71 (q, J=8.5, 17.0 Hz, 2H), 4.01-4.18 (m, 2H), 4.41 (d, J=4.0 Hz, 2H), 4.65 (s, 2H), 4.88 (m, 1H), 7.57 (d, J=3.0 Hz, 1H), 7.78 (t, J=3.0 Hz, 1H), 8.09 (d, J=3.0 Hz, 1H), 8.19 (d, J=9.0 Hz, 1H), 8.43 (d, J=8.5 Hz, 1H), 8.61 (t, J=2.0 Hz, 1H); MS (CI/NH3)... The product is Cl.Cl.N1[C@@H](CC1)COC=1C=NC(=C(C1)CNC(C1=CC(=CC=C1)[N+](=O)[O-])=O)Cl (3-(2-(S)-Azetidinylmethoxy)-6-chloro-5-(N-3-nitrobenzoylamino)methylpyridine Dihydrochloride). Starting materials: C(=O)(OC(C)(C)C)N1[C@@H](CC1)COC=1C=NC(=C(C1)CNC(C1=CC(=CC=C1)[N+](=O)[O-])=O)Cl (3-(1-BOC-2-(S)-Azetidinylmethoxy)-6-chloro-5-(N-3-nitrobenzoylamino)methylpyridine), CI NH3, Cl.O (HCl.H2O), C1(=C(C(=C(C(=C1F)F)F)N)F)N.Cl.Cl (dihydrochloride), Cl (HCl). RXN SMILES: C([N:8]1[CH2:11][CH2:10][C@H:9]1[CH2:12][O:13][C:14]1[CH:15]=[N:16][C:17]([Cl:33])=[C:18]([CH2:20][NH:21][C:22](=[O:32])[C:23]2[CH:28]=[CH:27][CH:26]=[C:25]([N+:29]([O-:31])=[O:30])[CH:24]=2)[CH:19]=1)(OC(C)(C)C)=O.C1(N)C(F)=C(F)C(F)=C(N)C=1F.[ClH:46].Cl.Cl.Cl.O>>[ClH:33].[ClH:46].[NH:8]1[CH2:11][CH2:10][C@H:9]1[CH2:12][O:13][C:14]1[CH:15]=[N:16][C:17]([Cl:33])=[C:18]([CH2:20][NH:21][C:22](=[O:32])[C:23]2[CH:28]=[CH:27][CH:26]=[C:25]([N+:29]([O-:31])=[O:30])[CH:24]=2)[CH:19]=1 |f:1.2.3,5.6,7.8.9|. Yield: 37.0%. As a reaction SMILES: [CH:32]([N:33]([CH2:34][CH3:35])[CH:36]([CH3:37])[CH3:38])([CH3:39])[CH3:40].[Cl:1][c:2]1[c:3]([F:31])[c:4]([CH:8]2[CH:9]([C:28](=[O:29])[OH:30])[NH:10][CH:11]([CH2:23][C:24]([CH3:25])([CH3:26])[CH3:27])[C:12]2([C:13]#[N:14])[c:15]2[c:16]([F:22])[cH:17][c:18]([Cl:21])[cH:19][cH:20]2)[cH:5][cH:6][cH:7]1.[Cl:74][CH2:75][Cl:76].[NH2:56][c:57]1[cH:58][c:59](=[O:73])[n:60]([CH2:63][CH2:64][O:65][Si:66]([CH3:67])([CH3:68])[C:69]([CH3:70])([CH3:71])[CH3:72])[cH:61][cH:62]1.[c:41]1([P:42]([Cl:43])([c:44]2[cH:45][cH:46][cH:47][cH:48][cH:49]2)=[O:50])[cH:51][cH:52][cH:53][cH:54][cH:55]1>>[Cl:1][c:2]1[c:3]([F:31])[c:4]([CH:8]2[CH:9]([C:28](=[O:30])[NH:56][c:57]3[cH:58][c:59](=[O:73])[n:60]([CH2:63][CH2:64][O:65][Si:66]([CH3:67])([CH3:68])[C:69]([CH3:70])([CH3:71])[CH3:72])[cH:61][cH:62]3)[NH:10][CH:11]([CH2:23][C:24]([CH3:25])([CH3:26])[CH3:27])[C:12]2([C:13]#[N:14])[c:15]2[c:16]([F:22])[cH:17][c:18]([Cl:21])[cH:19][cH:20]2)[cH:5][cH:6][cH:7]1. Product: CC(C)(C)CC1NC(C(=O)Nc2ccn(CCO[Si](C)(C)C(C)(C)C)c(=O)c2)C(c2cccc(Cl)c2F)C1(C#N)c1ccc(Cl)cc1F. Reactants: CCN(C(C)C)C(C)C, CC(C)(C)CC1NC(C(=O)O)C(c2cccc(Cl)c2F)C1(C#N)c1ccc(Cl)cc1F, ClCCl, CC(C)(C)[Si](C)(C)OCCn1ccc(N)cc1=O, O=P(Cl)(c1ccccc1)c1ccccc1. The product is FC=1C=C(C=CC1)N1C(O[C@H](C1)CO)=O ((R)-3-(3-fluorophenyl)-5-(hydroxymethyl)-2-oxooxazolidine). Conditions: time 8 hour. Starting materials: mixture, C(=O)(OCC1=CC=CC=C1)NC1=CC(=CC=C1)F (N-(carbobenzyloxy)-3-fluoroaniline), C(CCC)(=O)OC[C@H]1CO1 ((R)-glycidyl butyrate). Reported procedure: A mixture of N-(carbobenzyloxy)-3-fluoroaniline (1.000 g, 4.08 mmol) in dry tetrahydrofuran (10 ml) is cooled with a dry ice/acetone bath to about -78° and then nbutyllithium (1.87 ml of a 1.6M mixture in hexanes, 2.91 mmol) is added. (R)-glycidyl butyrate (0.420 g or 0.413 ml, 2.91 mmol) is then added via syringe and the cooling bath allowed to dissipate overnight, with the reaction mixture reaching 20°-25°. The reaction mixture is quenched by the careful addition of saturated aqueous ammonium ... The solvent is hexanes, O1CCCC1 (tetrahydrofuran). As a reaction SMILES: [C:1]([NH:11][C:12]1[CH:17]=[CH:16][CH:15]=[C:14]([F:18])[CH:13]=1)(OCC1C=CC=CC=1)=O.[C:19]([O:24][CH2:25][C@@H:26]1[O:28]C1)(=[O:23])CCC>O1CCCC1>[F:18][C:14]1[CH:13]=[C:12]([N:11]2[CH2:1][C@H:25]([CH2:26][OH:28])[O:24][C:19]2=[O:23])[CH:17]=[CH:16][CH:15]=1. Starting materials: CCCCOC(=O)C(NC(=O)OC(C)(C)C)c1ccccc1O, ClCCl, O. Yields the product CC(C)(C)OC(=O)NC(C(=O)O)c1ccccc1O. RXN SMILES: [CH2:1]([CH2:2][CH2:3][CH3:4])[O:5][C:6]([CH:7]([NH:8][C:9](=[O:10])[O:11][C:12]([CH3:13])([CH3:14])[CH3:15])[c:16]1[c:17]([OH:22])[cH:18][cH:19][cH:20][cH:21]1)=[O:23].[CH2:25]([Cl:26])[Cl:27].[OH2:24]>>[O:5]=[C:6]([CH:7]([NH:8][C:9](=[O:10])[O:11][C:12]([CH3:13])([CH3:14])[CH3:15])[c:16]1[c:17]([OH:22])[cH:18][cH:19][cH:20][cH:21]1)[OH:23].